Task: describe an organic reaction: reactants, conditions, products, and yield. Dataset: the Open Reaction Database (ORD), a public repository of structured organic reaction records Starting materials: [N+](=O)([O-])CC(=CCO)C (4-nitro-3-methyl-2-butenol), C(C1=CC=CC=C1)(=O)Cl (benzoylchloride). Solvent: C1=CC=CC=C1 (benzene). Reaction conditions: time 8 hour. Yields the product CC(=CCO)C[N+](=O)[O-].C(C1=CC=CC=C1)(=O)[O-] (3-methyl-4-nitro-2-butene-1-ol benzoate). Reaction SMILES: [N+:1]([CH2:4][C:5]([CH3:9])=[CH:6][CH2:7][OH:8])([O-:3])=[O:2].[C:10](Cl)(=[O:17])[C:11]1[CH:16]=[CH:15][CH:14]=[CH:13][CH:12]=1>C1C=CC=CC=1>[CH3:9][C:5]([CH2:4][N+:1]([O-:3])=[O:2])=[CH:6][CH2:7][OH:8].[C:10]([O-:17])(=[O:2])[C:11]1[CH:16]=[CH:15][CH:14]=[CH:13][CH:12]=1 |f:3.4|. Procedure: To 0.1 Mol of 4-nitro-3-methyl-2-butenol in benzene was added 0.09 Mol benzoylchloride and stirred overnight. The benzene was evaporated and the residue was stirred with sat. sodiumbicarbonate solution and extracted with ether. The oily product was purified by column chromatography, yielding the product as a slight yellow liquid. The reactants are C(C)(C)(C)OC(=O)N1CN(C(C1)C(NCC(=O)C1=CC=C(C=C1)Br)=O)C(C(C(C)C)NC(=O)OC)=O (4-[2-(4-Bromo-phenyl)-2-oxo-ethylcarbamoyl]-3-(2-methoxycarbonylamino-3-methyl-butyryl)-imidazolidine-1-carboxylic acid tert-butyl ester), C(C)(=O)[O-].[NH4+] (ammonium acetate). The solvent is m-xylenes. Reaction conditions: temperature 135 celsius, time 45 minute. The product is C(C)(C)(C)OC(=O)N1CN(C(C1)C=1NC=C(N1)C1=CC=C(C=C1)Br)C(C(C(C)C)NC(=O)OC)=O (4-(4-Bromo-phenyl)-3′-(2-methoxycarbonylamino-3-methyl-butyryl)-2′,3′,4′,5′-tetrahydro-1H-[2,4′]biimidazolyl-1′-carboxylic acid tert-butyl ester). The yield is 62.4%. Reaction SMILES: [C:1]([O:5][C:6]([N:8]1[CH2:12][CH:11]([C:13](=O)[NH:14][CH2:15][C:16]([C:18]2[CH:23]=[CH:22][C:21]([Br:24])=[CH:20][CH:19]=2)=O)[N:10]([C:26](=[O:36])[CH:27]([NH:31][C:32]([O:34][CH3:35])=[O:33])[CH:28]([CH3:30])[CH3:29])[CH2:9]1)=[O:7])([CH3:4])([CH3:3])[CH3:2].C([O-])(=O)C.[NH4+:41]>>[C:1]([O:5][C:6]([N:8]1[CH2:12][CH:11]([C:13]2[NH:14][CH:15]=[C:16]([C:18]3[CH:23]=[CH:22][C:21]([Br:24])=[CH:20][CH:19]=3)[N:41]=2)[N:10]([C:26](=[O:36])[CH:27]([NH:31][C:32]([O:34][CH3:35])=[O:33])[CH:28]([CH3:30])[CH3:29])[CH2:9]1)=[O:7])([CH3:3])([CH3:4])[CH3:2] |f:1.2|. Procedure: 4-[2-(4-Bromo-phenyl)-2-oxo-ethylcarbamoyl]-3-(2-methoxycarbonylamino-3-methyl-butyryl)-imidazolidine-1-carboxylic acid tert-butyl ester (723 mg) was dissolved in m-xylenes (6.0 mL) and heated at 135° C. Solid ammonium acetate (500 mg, 6.48 mmol) was added and the reaction was stirred at 135° C. After 45 minutes, the reaction was cooled to room temperature and the volatiles were removed in vacuo. The crude material was purified via silica gel chromatography (eluent: EtOAc w 10% MeOH/hexanes) to ... Reactants: C[Si](C)(C)CCOCn1cc(C#N)nc1C(=O)Nc1ccc(C2CCN(CCN3CCOCC3)CC2)cc1C1=CCCCC1, CCO, ClCCl, O=C(O)C(F)(F)F. Product: N#Cc1c[nH]c(C(=O)Nc2ccc(C3CCN(CCN4CCOCC4)CC3)cc2C2=CCCCC2)n1, O=C(O)C(F)(F)F. Reaction SMILES: [C:1]1([c:7]2[c:8]([NH:27][C:28](=[O:29])[c:30]3[n:31]([CH2:37][O:38][CH2:39][CH2:40][Si:41]([CH3:42])([CH3:43])[CH3:44])[cH:32][c:33]([C:35]#[N:36])[n:34]3)[cH:9][cH:10][c:11]([CH:13]3[CH2:14][CH2:15][N:16]([CH2:19][CH2:20][N:21]4[CH2:22][CH2:23][O:24][CH2:25][CH2:26]4)[CH2:17][CH2:18]3)[cH:12]2)=[CH:2][CH2:3][CH2:4][CH2:5][CH2:6]1.[CH3:55][CH2:56][OH:57].[Cl:52][CH2:53][Cl:54].[F:45][C:46]([C:47](=[O:48])[OH:49])([F:50])[F:51]>>[C:1]1([c:7]2[c:8]([NH:27][C:28](=[O:29])[c:30]3[nH:31][cH:32][c:33]([C:35]#[N:36])[n:34]3)[cH:9][cH:10][c:11]([CH:13]3[CH2:14][CH2:15][N:16]([CH2:19][CH2:20][N:21]4[CH2:22][CH2:23][O:24][CH2:25][CH2:26]4)[CH2:17][CH2:18]3)[cH:12]2)=[CH:2][CH2:3][CH2:4][CH2:5][CH2:6]1.[F:45][C:46]([C:47](=[O:48])[OH:49])([F:50])[F:51]. Reactants: CO, CS(C)=O, COC(=O)Cn1nc(-c2ccc(Cl)cc2)n(C=CC(F)(F)F)c1=O, Cl, [Li+], [OH-], O. The product is O=C(O)Cn1nc(-c2ccc(Cl)cc2)n(C=CC(F)(F)F)c1=O. Reaction SMILES: [CH3:28][OH:29].[CH3:31][S:32]([CH3:33])=[O:34].[Cl:1][c:2]1[cH:3][cH:4][c:5](-[c:8]2[n:9][n:10]([CH2:20][C:21](=[O:22])[O:23][CH3:24])[c:11](=[O:19])[n:12]2[CH:13]=[CH:14][C:15]([F:16])([F:17])[F:18])[cH:6][cH:7]1.[ClH:27].[Li+:25].[OH-:26].[OH2:30]>>[Cl:1][c:2]1[cH:3][cH:4][c:5](-[c:8]2[n:9][n:10]([CH2:20][C:21](=[O:22])[OH:23])[c:11](=[O:19])[n:12]2[CH:13]=[CH:14][C:15]([F:16])([F:17])[F:18])[cH:6][cH:7]1.